From a dataset of the Open Reaction Database (ORD), a public repository of structured organic reaction records. describe an organic reaction: reactants, conditions, products, and yield RXN SMILES: [Br:35][CH:36]([C:37](=[O:38])[O:39][CH2:40][CH3:41])[CH3:42].[C:29](=[O:30])([O-:31])[O-:32].[Cl:6][c:7]1[c:8](-[c:17]2[c:18](=[O:28])[n:19]([CH3:27])[c:20]([C:23]([F:24])([F:25])[F:26])[cH:21][cH:22]2)[cH:9][c:10]([N+:14](=[O:15])[O-:16])[c:11]([OH:13])[cH:12]1.[K+:33].[K+:34].[O:1]=[CH:2][N:3]([CH3:4])[CH3:5].[OH2:43]>>[Cl:6][c:7]1[c:8](-[c:17]2[c:18](=[O:28])[n:19]([CH3:27])[c:20]([C:23]([F:24])([F:25])[F:26])[cH:21][cH:22]2)[cH:9][c:10]([N+:14](=[O:15])[O-:16])[c:11]([O:13][CH:36]([C:37](=[O:38])[O:39][CH2:40][CH3:41])[CH3:42])[cH:12]1. Yields the product CCOC(=O)C(C)Oc1cc(Cl)c(-c2ccc(C(F)(F)F)n(C)c2=O)cc1[N+](=O)[O-]. Reactants: CCOC(=O)C(C)Br, O=C([O-])[O-], Cn1c(C(F)(F)F)ccc(-c2cc([N+](=O)[O-])c(O)cc2Cl)c1=O, [K+], [K+], CN(C)C=O, O. Reactants: O1CCC2=C1C=CC(=C2)/C(/COC2=CC=C(C=C2)CO)=N/OC ((4-{[(2Z)-2-(2,3-dihydro-1-benzofuran-5-yl)-2-(methoxyimino)ethyl]oxy}phenyl)methanol), C(#N)C(CC(=O)OC)C1=CC=C(C=C1)O (methyl 3-cyano-3-(4-hydroxyphenyl)propanoate). Product: C(#N)C(CC(=O)O)C1=CC=C(C=C1)OCC1=CC=C(C=C1)OC\C(=N/OC)\C=1C=CC2=C(CCO2)C1 (3-Cyano-3-{4-[(4-{[(2Z)-2-(2,3-dihydro-1-benzofuran-5-yl)-2-(methoxyimino)ethyl]oxy}benzyl)oxy]phenyl}propanoic acid). The yield is 56.2%. Reaction SMILES: [O:1]1[C:5]2[CH:6]=[CH:7][C:8](/[C:10](=[N:21]/[O:22][CH3:23])/[CH2:11][O:12][C:13]3[CH:18]=[CH:17][C:16]([CH2:19][OH:20])=[CH:15][CH:14]=3)=[CH:9][C:4]=2[CH2:3][CH2:2]1.[C:24]([CH:26]([C:32]1[CH:37]=[CH:36][C:35](O)=[CH:34][CH:33]=1)[CH2:27][C:28]([O:30]C)=[O:29])#[N:25]>>[C:24]([CH:26]([C:32]1[CH:37]=[CH:36][C:35]([O:20][CH2:19][C:16]2[CH:17]=[CH:18][C:13]([O:12][CH2:11]/[C:10](/[C:8]3[CH:7]=[CH:6][C:5]4[O:1][CH2:2][CH2:3][C:4]=4[CH:9]=3)=[N:21]\[O:22][CH3:23])=[CH:14][CH:15]=2)=[CH:34][CH:33]=1)[CH2:27][C:28]([OH:30])=[O:29])#[N:25]. Procedure: Compound 102 was synthesized from ((4-{[(2Z)-2-(2,3-dihydro-1-benzofuran-5-yl)-2-(methoxyimino)ethyl]oxy}phenyl)methanol (0.330 g, 1.0 mmol) and methyl 3-cyano-3-(4-hydroxyphenyl)propanoate (0.216 g, 1.0 mmol) by following the procedure described in scheme 5 (0.008 g, yield: 56.2%); Purity: 94.55%. The reactants are ClC1=C(C(=CC=C1C)Cl)NC1=C(C(=O)O)C=CC=C1 (2-[(2,6-Dichloro-3-methylphenyl)amino]benzoic acid), C(C(=O)Cl)(=O)Cl (oxalyl chloride). Run in CO (methanol). Product: ClC1=C(C(=CC=C1C)Cl)NC1=C(C(=O)OC)C=CC=C1 (2-[(2,6-dichloro-3-methylphenyl)amino]benzoic acid, methyl ester). Isolated yield 89.0%. Reaction SMILES: [Cl:1][C:2]1[C:7]([CH3:8])=[CH:6][CH:5]=[C:4]([Cl:9])[C:3]=1[NH:10][C:11]1[CH:19]=[CH:18][CH:17]=[CH:16][C:12]=1[C:13]([OH:15])=[O:14].[C:20](Cl)(=O)C(Cl)=O>CO>[Cl:1][C:2]1[C:7]([CH3:8])=[CH:6][CH:5]=[C:4]([Cl:9])[C:3]=1[NH:10][C:11]1[CH:19]=[CH:18][CH:17]=[CH:16][C:12]=1[C:13]([O:15][CH3:20])=[O:14]. Procedure details: 2-[(2,6-Dichloro-3-methylphenyl)amino]benzoic acid is reacted with oxalyl chloride and methanol according to the procedure of Example 25 to give 2-[(2,6-dichloro-3-methylphenyl)amino]benzoic acid, methyl ester in 89% yield; mp 132°-134° C.